Dataset: the Open Reaction Database (ORD), a public repository of structured organic reaction records. Task: describe an organic reaction: reactants, conditions, products, and yield Starting materials: C1(=CC=CC=C1)C=1C(=NC2=CC=NC(=C2C1)NN)C1=CC=C(C=C1)CN1CCC(CC1)C1=NN=C(N1)C1=NC=CC=C1 ((3-Phenyl-2-{4-[4-(5-pyridin-2-yl-4H-[1,2,4]triazol-3-yl)-piperidin-1-ylmethyl]-phenyl}-[1,6]naphthyridin-5-yl)-hydrazine), C(OOC)(OOC)OOC (trimethoxy orthoformate), C=1(C(=CC=CC1)S(=O)(=O)O)C (toluenesulfonic acid). The solvent is CO (methanol), C1(=CC=CC=C1)C (toluene). The product is C1(=CC=CC=C1)C=1C(=NC=2C=CN3C(C2C1)=NN=C3)C3=CC=C(C=C3)CN3CCC(CC3)C3=NN=C(N3)C3=NC=CC=C3 (9-Phenyl-8-{4-[4-(5-pyridin-2-yl-4H-[1,2,4]triazol-3-yl)-piperidin-1-ylmethyl]phenyl}-[1,2,4]triazolo-[3,4-f][1,6]naphthyridine). As a reaction SMILES: [C:1]1([C:7]2[C:8]([C:19]3[CH:24]=[CH:23][C:22]([CH2:25][N:26]4[CH2:31][CH2:30][CH:29]([C:32]5[NH:36][C:35]([C:37]6[CH:42]=[CH:41][CH:40]=[CH:39][N:38]=6)=[N:34][N:33]=5)[CH2:28][CH2:27]4)=[CH:21][CH:20]=3)=[N:9][C:10]3[C:15]([CH:16]=2)=[C:14]([NH:17][NH2:18])[N:13]=[CH:12][CH:11]=3)[CH:6]=[CH:5][CH:4]=[CH:3][CH:2]=1.[CH:43](OOC)(OOC)OOC.C1(C)C(S(O)(=O)=O)=CC=CC=1>CO.C1(C)C=CC=CC=1>[C:1]1([C:7]2[C:8]([C:19]3[CH:20]=[CH:21][C:22]([CH2:25][N:26]4[CH2:27][CH2:28][CH:29]([C:32]5[NH:36][C:35]([C:37]6[CH:42]=[CH:41][CH:40]=[CH:39][N:38]=6)=[N:34][N:33]=5)[CH2:30][CH2:31]4)=[CH:23][CH:24]=3)=[N:9][C:10]3[CH:11]=[CH:12][N:13]4[CH:43]=[N:18][N:17]=[C:14]4[C:15]=3[CH:16]=2)[CH:6]=[CH:5][CH:4]=[CH:3][CH:2]=1. Procedure details: To a solution of 8-9 (4.5 g, 8.1 mmol) in 20 mL methanol and 60 mL toluene was added trimethoxy orthoformate (3.5 g, 32.5 mmol) and toluenesulfonic acid (0.1 g, 0.8 mmol). The mixture was refluxed for 10 hrs. Upon removal of the solvent, the residue was purified by flash column chromatography (100% CHCl3 to 50% CHCl3 and 50% methanol) to afford the desired product 8-10. Reactants: CCOCC, CC1(c2ccc(O)cc2)CSc2cc(O)ccc2C1CCCCCCCCC(CCCC(F)(F)C(F)(F)F)C(=O)O. Product: COC(=O)C(CCCCCCCCC1c2ccc(O)cc2SCC1(C)c1ccc(O)cc1)CCCC(F)(F)C(F)(F)F. RXN SMILES: [CH3:42][CH2:43][O:44][CH2:45][CH3:46].[OH:1][c:2]1[cH:3][cH:4][c:5]2[c:10]([cH:11]1)[S:9][CH2:8][C:7]([CH3:12])([c:13]1[cH:14][cH:15][c:16]([OH:19])[cH:17][cH:18]1)[CH:6]2[CH2:20][CH2:21][CH2:22][CH2:23][CH2:24][CH2:25][CH2:26][CH2:27][CH:28]([C:29](=[O:30])[OH:31])[CH2:32][CH2:33][CH2:34][C:35]([C:36]([F:37])([F:38])[F:39])([F:40])[F:41]>>[OH:1][c:2]1[cH:3][cH:4][c:5]2[c:10]([cH:11]1)[S:9][CH2:8][C:7]([CH3:12])([c:13]1[cH:14][cH:15][c:16]([OH:19])[cH:17][cH:18]1)[CH:6]2[CH2:20][CH2:21][CH2:22][CH2:23][CH2:24][CH2:25][CH2:26][CH2:27][CH:28]([C:29](=[O:30])[O:31][CH3:42])[CH2:32][CH2:33][CH2:34][C:35]([C:36]([F:37])([F:38])[F:39])([F:40])[F:41]. Product: CCOC(=O)CC(=O)C(=O)OCC, CSc1ccc(C=O)cc1, COC(=O)C=C(C)N. The reactants are CCOC(=O)CC(=O)C(=O)OCC, CCOC(=O)C=C(C)N, CSc1ccc(C=O)cc1, CCO. As a reaction SMILES: [CH2:11]([CH3:12])[O:13][C:14]([CH2:15][C:16](=[O:17])[C:18](=[O:19])[O:20][CH2:21][CH3:22])=[O:23].[CH2:24]([CH3:25])[O:26][C:27]([CH:28]=[C:29]([CH3:30])[NH2:31])=[O:32].[CH3:1][S:2][c:3]1[cH:4][cH:5][c:6]([CH:7]=[O:8])[cH:9][cH:10]1.[CH3:33][CH2:34][OH:35]>>[CH2:11]([CH3:12])[O:13][C:14]([CH2:15][C:16](=[O:17])[C:18](=[O:19])[O:20][CH2:21][CH3:22])=[O:23].[CH3:1][S:2][c:3]1[cH:4][cH:5][c:6]([CH:7]=[O:8])[cH:9][cH:10]1.[CH3:24][O:26][C:27]([CH:28]=[C:29]([CH3:30])[NH2:31])=[O:32]. Starting materials: C(C1=CC=CC=C1)(=O)OC=1C=C(C(=O)O)C=CC1OC (3-benzoyloxy-4-methoxybenzoic acid), S(=O)(Cl)Cl (thionyl chloride). Run in C1(=CC=CC=C1)C (toluene). The product is C(C1=CC=CC=C1)(=O)OC=1C=C(C(=O)Cl)C=CC1OC (3-benzoyloxy-4-methoxybenzoyl chloride). As a reaction SMILES: [C:1]([O:9][C:10]1[CH:11]=[C:12]([CH:16]=[CH:17][C:18]=1[O:19][CH3:20])[C:13](O)=[O:14])(=[O:8])[C:2]1[CH:7]=[CH:6][CH:5]=[CH:4][CH:3]=1.S(Cl)([Cl:23])=O>C1(C)C=CC=CC=1>[C:1]([O:9][C:10]1[CH:11]=[C:12]([CH:16]=[CH:17][C:18]=1[O:19][CH3:20])[C:13]([Cl:23])=[O:14])(=[O:8])[C:2]1[CH:7]=[CH:6][CH:5]=[CH:4][CH:3]=1. Procedure details: A solution of 3-benzoyloxy-4-methoxybenzoic acid (29.3 g; that is prepared as described in Reference Example 9) in toluene (300 mL) is treated with thionyl chloride (30 mL) and heated on the steam bath for 6 hours. It is then cooled, filtered and concentrated, to give 3-benzoyloxy-4-methoxybenzoyl chloride (28.7 g), m.p. 120°-122° C. Starting materials: Cc1ccc(C(=O)[O-])s1, CO, [Na+], O=C([O-])O, O=S(=O)(O)O. Yields the product COC(=O)c1ccc(C)s1. As a reaction SMILES: [CH3:1][c:2]1[cH:3][cH:4][c:5]([C:7](=[O:8])[O-:9])[s:6]1.[CH3:20][OH:21].[Na+:19].[O-:15][C:16]([OH:17])=[O:18].[S:10](=[O:11])(=[O:12])([OH:13])[OH:14]>>[CH3:1][c:2]1[cH:3][cH:4][c:5]([C:7](=[O:8])[O:9][CH3:16])[s:6]1.